Dataset: the Open Reaction Database (ORD), a public repository of structured organic reaction records. Task: describe an organic reaction: reactants, conditions, products, and yield Starting materials: CC([O-])=CC#N, N#Cc1ccc(C=O)cc1, C1CCNCC1, CC(=O)O, ClCCl, [Na+], O. Yields the product CC(=O)C(C#N)=Cc1ccc(C#N)cc1. As a reaction SMILES: [C:11](#[N:12])[CH:13]=[C:14]([CH3:15])[O-:16].[C:1](#[N:2])[c:3]1[cH:4][cH:5][c:6]([CH:7]=[O:8])[cH:9][cH:10]1.[CH2:22]1[CH2:23][CH2:24][NH:25][CH2:26][CH2:27]1.[CH3:18][C:19](=[O:20])[OH:21].[Cl:28][CH2:29][Cl:30].[Na+:17].[OH2:31]>>[C:1](#[N:2])[c:3]1[cH:4][cH:5][c:6]([CH:7]=[C:13]([C:11]#[N:12])[C:14]([CH3:15])=[O:16])[cH:9][cH:10]1. Reactants: N1CCC(CC1)NC1=C2C3=C(C(NC2=NC=C1)=O)C=CC=C3 (1-(Piperidin-4-ylamino)benzo[c][1,8]naphthyridin-6(5H)-one), C(C1=CC=CC=C1)=O (benzaldehyde), [BH-](OC(=O)C)(OC(=O)C)OC(=O)C.[Na+] (NaBH(OAc)3). The solvent is ClCCCl (DCE). Reaction conditions: time 2 hour. The product is C(C1=CC=CC=C1)N1CCC(CC1)NC1=C2C3=C(C(NC2=NC=C1)=O)C=CC=C3 (1-(1-Benzylpiperidin-4-ylamino)benzo[c][1,8]naphthyridin-6(5H)-one). Yield: 28.6%. RXN SMILES: [NH:1]1[CH2:6][CH2:5][CH:4]([NH:7][C:8]2[CH:17]=[CH:16][N:15]=[C:14]3[C:9]=2[C:10]2[CH:22]=[CH:21][CH:20]=[CH:19][C:11]=2[C:12](=[O:18])[NH:13]3)[CH2:3][CH2:2]1.[CH:23](=O)[C:24]1[CH:29]=[CH:28][CH:27]=[CH:26][CH:25]=1.[BH-](OC(C)=O)(OC(C)=O)OC(C)=O.[Na+]>ClCCCl>[CH2:23]([N:1]1[CH2:2][CH2:3][CH:4]([NH:7][C:8]2[CH:17]=[CH:16][N:15]=[C:14]3[C:9]=2[C:10]2[CH:22]=[CH:21][CH:20]=[CH:19][C:11]=2[C:12](=[O:18])[NH:13]3)[CH2:5][CH2:6]1)[C:24]1[CH:29]=[CH:28][CH:27]=[CH:26][CH:25]=1 |f:2.3|. Procedure details: 358 (60 mg, 0.20 mmol) and benzaldehyde (0.03 mL, 0.26 mmol) were suspended in DCE (4 mL), and stirred for 2 h at room temperature. NaBH(OAc)3 (130 mg, 0.61 mmol) was added, and the reaction mixture was stirred overnight at room temperature. The reaction mixture was quenched with 1NHCl and the crude material was purified directly via HPLC to provide 361 (22 mg, 28% yield) as a solid. LC-MS (M+H=385, obsd.=385). Starting materials: C1CCOC1, CO, CCOC(=O)Cn1nc(I)c2cccnc21, [Li+], [OH-]. Product: O=C(O)Cn1nc(I)c2cccnc21. As a reaction SMILES: [CH2:21]1[O:22][CH2:23][CH2:24][CH2:25]1.[CH3:17][OH:18].[I:1][c:2]1[n:3][n:4]([CH2:11][C:12](=[O:13])[O:14][CH2:15][CH3:16])[c:5]2[n:6][cH:7][cH:8][cH:9][c:10]12.[Li+:20].[OH-:19]>>[I:1][c:2]1[n:3][n:4]([CH2:11][C:12](=[O:13])[OH:14])[c:5]2[n:6][cH:7][cH:8][cH:9][c:10]12. The reactants are ClC1=CC(=CC(=C1)Cl)Cl (1,3,5-trichlorobenzene), O.NN (hydrazine hydrate). Run in N1=CC=CC=C1 (pyridine). Conditions: temperature 180 celsius. Product: ClC=1C=C(C=C(C1)Cl)NN (3,5-Dichlorophenylhydrazine). The yield is 60.0%. Reaction SMILES: [Cl:1][C:2]1[CH:7]=[C:6](Cl)[CH:5]=[C:4]([Cl:9])[CH:3]=1.O.[NH2:11][NH2:12]>N1C=CC=CC=1>[Cl:1][C:2]1[CH:7]=[C:6]([NH:11][NH2:12])[CH:5]=[C:4]([Cl:9])[CH:3]=1 |f:1.2|. Procedure details: A mixture of 1,3,5-trichlorobenzene (2.53 g), hydrazine hydrate (3.48 g, 5 molar equivalents) and pyridine (12 ml) was heated in an autoclave (purged with argon) for 6 hours at 180° C. The mixture was cooled, the excess hydrazine decanted and the organic phase evaporated in vacuo to give the title compound in 60% yield. It was shown that 65% of the starting material had been consumed, thus indicating that the reaction had occurred with high selectivity. The reactants are C(=O)(Cl)Cl (phosgene), C([O-])([O-])=O.[K+].[K+] (potassium carbonate), C1(=CC=CC=C1)C(N1CC(C1)OC1=CC(=CC=C1)C(F)(F)F)C1=CC=CC=C1 (1-diphenylmethyl-3-[-3-(trifluoromethyl)phenoxy]azetidine). The solvent is C(Cl)Cl (methylene chloride), C(Cl)Cl (methylene chloride). Run at time 18 hour. Yields the product FC(C=1C=C(OC2CN(C2)C(=O)Cl)C=CC1)(F)F (3-[3-(Trifluoromethyl)phenoxy]-1-azetidinecarbonyl chloride). The yield is 62.0%. RXN SMILES: [C:1]([Cl:4])(Cl)=[O:2].C(=O)([O-])[O-].[K+].[K+].C1(C(C2C=CC=CC=2)[N:18]2[CH2:21][CH:20]([O:22][C:23]3[CH:28]=[CH:27][CH:26]=[C:25]([C:29]([F:32])([F:31])[F:30])[CH:24]=3)[CH2:19]2)C=CC=CC=1>C(Cl)Cl>[F:32][C:29]([F:30])([F:31])[C:25]1[CH:24]=[C:23]([CH:28]=[CH:27][CH:26]=1)[O:22][CH:20]1[CH2:21][N:18]([C:1]([Cl:4])=[O:2])[CH2:19]1 |f:1.2.3|. Procedure details: A solution of 35.6 g (0.36 mole) of phosgene in 200 ml of methylene chloride at 5° C. was stirred with 50 g (0.36 mole) of potassium carbonate for 1 hr. To the mixture was added dropwise 115 g (0.3 mole) of 1-diphenylmethyl-3-[-3-(trifluoromethyl)phenoxy]azetidine in 400 ml of methylene chloride. After stirring for 18 hr, the reaction mixture was filtered and the filtrate was washed with water, dried over magnesium sulfate and concentrated on a rotary evaporator to a viscous oil residue, 133.2 g... Reactants: O=C(O)Cn1c(=O)n2n(c1=O)C(C(=O)O)C=CC2, C1COCCO1. Product: O=C(O)Cn1c(=O)n2n(c1=O)C(C(=O)O)CCC2. Reaction SMILES: [C:1](=[O:2])([OH:3])[CH:4]1[n:5]2[n:6]([c:10](=[O:18])[n:11]([CH2:14][C:15](=[O:16])[OH:17])[c:12]2=[O:13])[CH2:7][CH:8]=[CH:9]1.[O:19]1[CH2:20][CH2:21][O:22][CH2:23][CH2:24]1>>[C:1](=[O:2])([OH:3])[CH:4]1[n:5]2[n:6]([c:10](=[O:18])[n:11]([CH2:14][C:15](=[O:16])[OH:17])[c:12]2=[O:13])[CH2:7][CH2:8][CH2:9]1. Starting materials: [BH-](OC(=O)C)(OC(=O)C)OC(=O)C.[Na+] (NaBH(OAc)3), ClC=1C=CC(=C(C1)C=1C=CC(=NC1)C(=O)NCCC(=O)OCC)C=O (ethyl 3-(5-(5-chloro-2-formylphenyl)picolinamido)propanoate), BrC1=CC=C(N)C=C1 (4-bromoaniline), CC(=O)O (HOAc). The solvent is C(Cl)Cl (DCM), ClCCCl (DCE). The product is BrC1=CC=C(C=C1)NCC1=C(C=C(C=C1)Cl)C=1C=CC(=NC1)C(=O)NCCC(=O)OCC (Ethyl 3-(5-(2-(((4-bromophenyl)amino)methyl)-5-chlorophenyl)picolinamido)propanoate). As a reaction SMILES: [BH-](OC(C)=O)(OC(C)=O)OC(C)=O.[Na+].[Cl:15][C:16]1[CH:17]=[CH:18][C:19]([CH:38]=O)=[C:20]([C:22]2[CH:23]=[CH:24][C:25]([C:28]([NH:30][CH2:31][CH2:32][C:33]([O:35][CH2:36][CH3:37])=[O:34])=[O:29])=[N:26][CH:27]=2)[CH:21]=1.[Br:40][C:41]1[CH:47]=[CH:46][C:44]([NH2:45])=[CH:43][CH:42]=1.CC(O)=O>C(Cl)Cl.ClCCCl>[Br:40][C:41]1[CH:47]=[CH:46][C:44]([NH:45][CH2:38][C:19]2[CH:18]=[CH:17][C:16]([Cl:15])=[CH:21][C:20]=2[C:22]2[CH:23]=[CH:24][C:25]([C:28]([NH:30][CH2:31][CH2:32][C:33]([O:35][CH2:36][CH3:37])=[O:34])=[O:29])=[N:26][CH:27]=2)=[CH:43][CH:42]=1 |f:0.1|. Procedure: Solid NaBH(OAc)3 (709 mg, 3.3 mmol) was added to a DCE solution (8 mL) of ethyl 3-(5-(5-chloro-2-formylphenyl)picolinamido)propanoate (603 mg, 1.7 mmol), 4-bromoaniline (287.6 mg, 1.67 mmol) and HOAc (0.10 mL, 1.7 mmol) the resulting mixture was stirred at room temperature. After 16 h the resulting mixture diluted with DCM and washed with saturated aqueous NaHCO3 and water. The organic layer was dried (Na2SO4), concentrated and purified via column chromatography to yield the title compound.